Dataset: the Open Reaction Database (ORD), a public repository of structured organic reaction records. Task: describe an organic reaction: reactants, conditions, products, and yield Starting materials: Cc1c2n(c3ccccc13)CCOC2(C)CCCO, CO, O, O=C(O)C(F)(F)F, O=C(O)C(=O)O, c1ccncc1. Product: Cc1c2n(c3ccccc13)CCOC2(C)CCC=O. As a reaction SMILES: [CH3:1][C:2]1([CH2:16][CH2:17][CH2:18][OH:19])[O:3][CH2:4][CH2:5][n:6]2[c:7]1[c:8]([CH3:15])[c:9]1[cH:10][cH:11][cH:12][cH:13][c:14]21.[CH3:40][OH:41].[OH2:39].[OH:20][C:21]([C:22]([F:23])([F:24])[F:25])=[O:26].[OH:33][C:34]([C:35](=[O:36])[OH:37])=[O:38].[cH:27]1[cH:28][cH:29][n:30][cH:31][cH:32]1>>[CH3:1][C:2]1([CH2:16][CH2:17][CH:18]=[O:19])[O:3][CH2:4][CH2:5][n:6]2[c:7]1[c:8]([CH3:15])[c:9]1[cH:10][cH:11][cH:12][cH:13][c:14]21. Starting materials: N(C(=O)C)C1=C(C=CC(=C1)Cl)O (2-acetamino-4-chlorophenol), [N+](=O)(O)[O-] (nitric acid), O (water). Run in C(C)(=O)OC(C)=O (acetic anhydride). The product is N(C(=O)C)C1=C(C(=CC(=C1)Cl)[N+](=O)[O-])O (2-Acetamino-4-chloro-6-nitrophenol). Isolated yield 31.0%. RXN SMILES: [NH:1]([C:5]1[CH:10]=[C:9]([Cl:11])[CH:8]=[CH:7][C:6]=1[OH:12])[C:2]([CH3:4])=[O:3].[N+:13]([O-])([OH:15])=[O:14].O>C(OC(=O)C)(=O)C>[NH:1]([C:5]1[CH:10]=[C:9]([Cl:11])[CH:8]=[C:7]([N+:13]([O-:15])=[O:14])[C:6]=1[OH:12])[C:2]([CH3:4])=[O:3]. Procedure: Under ice cooling, a solution of 2-acetamino-4-chlorophenol (1.0 g, 5.4 mmol) in acetic anhydride (90 mL) was added with 70% nitric acid (0.38 mL, d=1.42) with stirring. After stirring for 2 hours, the mixture was added with water (100 mL), and the mixture was further stirred for 1 hour. The mixture was extracted by adding diethyl ether, and washed twice with water. The organic layer was dried over anhydrous magnesium sulfate, and the solvent was evaporated under reduced pressure. The resultant ... Reactants: C(C)(C)(C)C1=NN(C(=C1)NC(NC1=CC=C(C2=CC=CC=C12)OCC1=CC(=NC=C1)NC(CCl)=O)=O)C1=CC=C(C=C1)C (N-(4-((4-(3-(3-tert-butyl-1-p-tolyl-1H-pyrazol-5-yl)ureido)naphthalen-1-yloxy)methyl)pyridin-2-yl)-2-chloroacetamide), C(C)(C)(C)C1=NN(C(=C1)NC(NC1=CC=C(C2=CC=CC=C12)OCC1=CC(=NC=C1)NC(CCl)=O)=O)C1=CC=C(C=C1)C (N-(4-((4-(3-(3-tert-butyl-1-p-tolyl-1H-pyrazol-5-yl)ureido)naphthalen-1-yloxy)methyl)pyridin-2-yl)-2-chloroacetamide), CCN(C(C)C)C(C)C (DIPEA), N1CCOCC1 (morpholine), N1CCOCC1 (morpholine). Run in C(Cl)Cl (DCM), CN(C)C=O (DMF). Run at time 3 hour. The product is C(C)(C)(C)C1=NN(C(=C1)NC(NC1=CC=C(C2=CC=CC=C12)OCC1=CC(=NC=C1)NC(CN1CCOCC1)=O)=O)C1=CC=C(C=C1)C (N-(4-((4-(3-(3-tert-butyl-1-p-tolyl-1H-pyrazol-5-yl)ureido)naphthalen-1-yloxy)methyl)pyridin-2-yl)-2-morpholinoacetamide). Yield: 21.2%. As a reaction SMILES: [C:1]([C:5]1[CH:9]=[C:8]([NH:10][C:11](=[O:36])[NH:12][C:13]2[C:22]3[C:17](=[CH:18][CH:19]=[CH:20][CH:21]=3)[C:16]([O:23][CH2:24][C:25]3[CH:30]=[CH:29][N:28]=[C:27]([NH:31][C:32](=[O:35])[CH2:33]Cl)[CH:26]=3)=[CH:15][CH:14]=2)[N:7]([C:37]2[CH:42]=[CH:41][C:40]([CH3:43])=[CH:39][CH:38]=2)[N:6]=1)([CH3:4])([CH3:3])[CH3:2].CCN(C(C)C)C(C)C.[NH:53]1[CH2:58][CH2:57][O:56][CH2:55][CH2:54]1>C(Cl)Cl.CN(C=O)C>[C:1]([C:5]1[CH:9]=[C:8]([NH:10][C:11](=[O:36])[NH:12][C:13]2[C:22]3[C:17](=[CH:18][CH:19]=[CH:20][CH:21]=3)[C:16]([O:23][CH2:24][C:25]3[CH:30]=[CH:29][N:28]=[C:27]([NH:31][C:32](=[O:35])[CH2:33][N:53]4[CH2:58][CH2:57][O:56][CH2:55][CH2:54]4)[CH:26]=3)=[CH:15][CH:14]=2)[N:7]([C:37]2[CH:42]=[CH:41][C:40]([CH3:43])=[CH:39][CH:38]=2)[N:6]=1)([CH3:4])([CH3:3])[CH3:2]. Procedure details: To a solution of N-(4-((4-(3-(3-tert-butyl-1-p-tolyl-1H-pyrazol-5-yl)ureido)naphthalen-1-yloxy)methyl)pyridin-2-yl)-2-chloroacetamide (Intermediate B) (50 mg, 0.08 mmol) in DCM (1.0 mL), DMF (0.1 mL) and DIPEA (21.9 μl, 0.13 mmol) was added morpholine (11.0 μl, 0.13 mmol). The reaction mixture was stirred at RT for 3 hr. LC-MS indicated 20% conversion to product. The reaction mixture was heated to 40° C. and stirred for 12 hr. LC-MS indicated 87% conversion to product. A further portion of morph... Starting materials: C(C)C1=C(C#N)C=CC(=C1)F (2-ethyl-4-fluoro-benzonitrile), BrN1C(CCC1=O)=O (N-bromosuccinimide). Reagents/catalysts: N(=NC(C#N)(C)C)C(C#N)(C)C (azobisisobutyronitrile). Run in FC(F)(F)C1=CC=CC=C1 (trifluoromethyl-benzene). Reaction conditions: temperature 100 celsius. The product is BrC(C)C1=C(C#N)C=CC(=C1)F (2-(1-Bromo-ethyl)-4-fluoro-benzonitrile). The yield is 93.5%. RXN SMILES: [CH2:1]([C:3]1[CH:10]=[C:9]([F:11])[CH:8]=[CH:7][C:4]=1[C:5]#[N:6])[CH3:2].[Br:12]N1C(=O)CCC1=O>FC(C1C=CC=CC=1)(F)F.N(C(C)(C)C#N)=NC(C)(C)C#N>[Br:12][CH:1]([C:3]1[CH:10]=[C:9]([F:11])[CH:8]=[CH:7][C:4]=1[C:5]#[N:6])[CH3:2]. Procedure details: To a solution of 2-ethyl-4-fluoro-benzonitrile (prepared according to WO 07039178, page 116) (1.14 g, 7.6 mmol) in trifluoromethyl-benzene (30 mL) was added N-bromosuccinimide (1.63 g, 9.1 mmol, 1.2 eq.) followed by azobisisobutyronitrile (0.025 g, 0.15 mmol, 0.02 eq.). The mixture was heated to 100° C. for 18 hr under an atmosphere of nitrogen and then cooled to room temperature. The mixture was filtered and filtrate partitioned with aqueous sodium sulphite solution (1M, 20 mL). The organic pha... Reactants: NCCO (2-aminoethanol), ClC=1C=C(C(=O)OC)C=C(C1O)Cl (Methyl 3,5-dichloro-4-hydroxybenzoate), Cl (hydrochloric acid). Solvent: O (H2O). Reaction conditions: temperature 80 celsius. Yields the product ClC=1C=C(C(=O)NCCO)C=C(C1O)Cl (3,5-dichloro-4-hydroxy-N-(2-hydroxyethyl)benzamide). Reaction SMILES: [NH2:1][CH2:2][CH2:3][OH:4].[Cl:5][C:6]1[CH:7]=[C:8]([CH:13]=[C:14]([Cl:17])[C:15]=1[OH:16])[C:9](OC)=[O:10].Cl>O>[Cl:5][C:6]1[CH:7]=[C:8]([CH:13]=[C:14]([Cl:17])[C:15]=1[OH:16])[C:9]([NH:1][CH2:2][CH2:3][OH:4])=[O:10]. Reported procedure: A 2 L, 3 necked, round bottom flask was charged with 2-aminoethanol (240 gm; 3.93 moles) and heated to 80° C. Methyl 3,5-dichloro-4-hydroxybenzoate (432 gm; 1.96 moles) was added in portions through a powder funnel. The resulting amber solution was heated to 145° C. and the liberated methanol distilled into a Dean Stark trap. The reaction required about 3.5 hrs. Upon completion, the solution was cooled to 90°-100° C. and dissolved in 1.95 L H2O. The aqueous solution was cooled to 25° C., placed ... The reactants are C(C)OC(C1=CC(C(=O)N(CCC)C)=CC(=C1)C(=O)C1CC1)=O (5-cyclopropanecarbonyl-N-methyl-N-propyl-isophthalamic acid ethyl ester). Run in [OH-].[Na+] (NaOH), C(C)O (ethanol), O (water). Yields the product C1(CC1)C(=O)C=1C=C(C=C(C(=O)O)C1)C(=O)N(CCC)C (5-Cyclopropanecarbonyl-N-methyl-N-propyl-isophthalamic acid), crude residue. As a reaction SMILES: C([O:3][C:4](=[O:23])[C:5]1[CH:17]=[C:16]([C:18]([CH:20]2[CH2:22][CH2:21]2)=[O:19])[CH:15]=[C:7]([C:8]([N:10]([CH3:14])[CH2:11][CH2:12][CH3:13])=[O:9])[CH:6]=1)C>[OH-].[Na+].C(O)C.O>[CH:20]1([C:18]([C:16]2[CH:15]=[C:7]([C:8]([N:10]([CH3:14])[CH2:11][CH2:12][CH3:13])=[O:9])[CH:6]=[C:5]([CH:17]=2)[C:4]([OH:23])=[O:3])=[O:19])[CH2:22][CH2:21]1 |f:1.2|. Reported procedure: Stir the crude 5-cyclopropanecarbonyl-N-methyl-N-propyl-isophthalamic acid ethyl ester (0.38 mmol) in 1 N NaOH (1 mL) and ethanol (1 mL) for 3 h at room temperature. Dilute the mixture with water (5 mL) and wash the aqueous solution with diethyl ether (2×3 mL). Acidify with 1 N HCl (1 mL) and extract with ethyl acetate (3×5 mL). Wash the combined organic layer with saturated aqueous sodium chloride, dry (sodium sulfate) and concentrate to give the title compound as a crude residue which is used ... Reactants: Cn1cnc(S(=O)(=O)Cl)c1, ClCCl, NC(CN1CCOCC1)CN1CCOCC1. The product is Cn1cnc(S(=O)(=O)NC(CN2CCOCC2)CN2CCOCC2)c1. Reaction SMILES: [CH3:17][n:18]1[cH:19][n:20][c:21]([S:23](=[O:24])(=[O:25])[Cl:26])[cH:22]1.[Cl:27][CH2:28][Cl:29].[O:1]1[CH2:2][CH2:3][N:4]([CH2:7][CH:8]([CH2:9][N:10]2[CH2:11][CH2:12][O:13][CH2:14][CH2:15]2)[NH2:16])[CH2:5][CH2:6]1>>[O:1]1[CH2:2][CH2:3][N:4]([CH2:7][CH:8]([CH2:9][N:10]2[CH2:11][CH2:12][O:13][CH2:14][CH2:15]2)[NH:16][S:23]([c:21]2[n:20][cH:19][n:18]([CH3:17])[cH:22]2)(=[O:24])=[O:25])[CH2:5][CH2:6]1. Starting materials: C(C)OC(=O)C1(CCCC1)C1=NC=C(C=C1)CBr (1-(5-bromomethylpyridin-2-yl)cyclopentanecarboxlic acid ethyl ester), C(C)OC(=O)C1(CCCC1)C1=NC=C(C=C1)CBr (1-(5-bromomethylpyridin-2-yl)cyclopentanecarboxlic acid ethyl ester), C1(CC1)C=1NC=2C(=NC(=CC2C)C)N1 (2-cyclopropyl-5,7-dimethylimidazo[4,5-b]pyridine). Yields the product C(C)OC(=O)C1(CCCC1)C1=NC=C(C=C1)CN1C(=NC=2C1=NC(=CC2C)C)C2CC2 (1-[5-(2-cyclopropyl-5,7-dimethylimidazo[4,5-b]pyridin-3-ylmethyl)pyridin-2-yl]cyclopentane carboxylic acid ethyl ester). Reaction SMILES: [CH2:1]([O:3][C:4]([C:6]1([C:11]2[CH:16]=[CH:15][C:14]([CH2:17]Br)=[CH:13][N:12]=2)[CH2:10][CH2:9][CH2:8][CH2:7]1)=[O:5])[CH3:2].[CH:19]1([C:22]2[NH:23][C:24]3[C:25]([N:32]=2)=[N:26][C:27]([CH3:31])=[CH:28][C:29]=3[CH3:30])[CH2:21][CH2:20]1>>[CH2:1]([O:3][C:4]([C:6]1([C:11]2[CH:16]=[CH:15][C:14]([CH2:17][N:32]3[C:25]4=[N:26][C:27]([CH3:31])=[CH:28][C:29]([CH3:30])=[C:24]4[N:23]=[C:22]3[CH:19]3[CH2:21][CH2:20]3)=[CH:13][N:12]=2)[CH2:10][CH2:9][CH2:8][CH2:7]1)=[O:5])[CH3:2]. Reported procedure: The product of Example 10, Step 3, above (45), was alkylated as described in Example 1, Step 5, using 2-cyclopropyl-5,7-dimethylimidazo[4,5-b]pyridine (13) to produce the title compound (48). Starting materials: CN(C)C=O, O=c1nc[nH]c2cc(F)c(F)cc12, [H-], [Na+], O, OCc1ccccc1. Yields the product O=c1nc[nH]c2cc(OCc3ccccc3)c(F)cc12. As a reaction SMILES: [CH3:25][N:26]([CH3:27])[CH:28]=[O:29].[F:11][c:12]1[cH:13][c:14]2[c:15](=[O:23])[n:16][cH:17][nH:18][c:19]2[cH:20][c:21]1[F:22].[H-:9].[Na+:10].[OH2:24].[OH:1][CH2:2][c:3]1[cH:4][cH:5][cH:6][cH:7][cH:8]1>>[O:1]([CH2:2][c:3]1[cH:4][cH:5][cH:6][cH:7][cH:8]1)[c:21]1[c:12]([F:11])[cH:13][c:14]2[c:15](=[O:23])[n:16][cH:17][nH:18][c:19]2[cH:20]1. Starting materials: FC=1C=C(C=CC1C)S(=O)(=O)N1C=C(C=C1C=1C(=NC=CC1)F)CN(C(OC(C)(C)C)=O)C (tert-butyl ({1-[(3-fluoro-4-methylphenyl)sulfonyl]-5-(2-fluoropyridin-3-yl)-1H-pyrrol-3-yl}methyl)methylcarbamate), C(C)(=O)OCC.Cl (hydrogen chloride-ethyl acetate). The solvent is C(C)O (ethanol). Reaction conditions: time 2 hour. The product is Cl.FC=1C=C(C=CC1C)S(=O)(=O)N1C=C(C=C1C=1C(=NC=CC1)F)CNC (1-{1-[(3-fluoro-4-methylphenyl)sulfonyl]-5-(2-fluoropyridin-3-yl)-1H-pyrrol-3-yl}-N-methylmethanamine hydrochloride). The yield is 50.0%. As a reaction SMILES: [F:1][C:2]1[CH:3]=[C:4]([S:9]([N:12]2[C:16]([C:17]3[C:18]([F:23])=[N:19][CH:20]=[CH:21][CH:22]=3)=[CH:15][C:14]([CH2:24][N:25](C)[C:26](=O)OC(C)(C)C)=[CH:13]2)(=[O:11])=[O:10])[CH:5]=[CH:6][C:7]=1[CH3:8].C(OCC)(=O)C.[ClH:40]>C(O)C>[ClH:40].[F:1][C:2]1[CH:3]=[C:4]([S:9]([N:12]2[C:16]([C:17]3[C:18]([F:23])=[N:19][CH:20]=[CH:21][CH:22]=3)=[CH:15][C:14]([CH2:24][NH:25][CH3:26])=[CH:13]2)(=[O:11])=[O:10])[CH:5]=[CH:6][C:7]=1[CH3:8] |f:1.2,4.5|. Procedure: To a solution of tert-butyl ({1-[(3-fluoro-4-methylphenyl)sulfonyl]-5-(2-fluoropyridin-3-yl)-1H-pyrrol-3-yl}methyl)methylcarbamate (287 mg) in ethanol (2 mL) was added 4 mol/L hydrogen chloride-ethyl acetate solution (2 mL), and the mixture was stirred at room temperature for 2 hr. The solvent was concentrated under reduced pressure, and the residue was recrystallized from ethanol to give the title compound (yield 125 mg, 50%).